From a dataset of the Open Reaction Database (ORD), a public repository of structured organic reaction records. describe an organic reaction: reactants, conditions, products, and yield The reactants are C1CNC1, CN(C)CC1CC(c2nc(-c3cccc(OCc4ccccc4)c3)c3c(N)nccn23)C1. Product: Nc1nccn2c(C3CC(CN4CCC4)C3)nc(-c3cccc(OCc4ccccc4)c3)c12. RXN SMILES: [CH2:33]1[CH2:34][NH:35][CH2:36]1.[CH3:1][N:2]([CH3:3])[CH2:4][CH:5]1[CH2:6][CH:7]([c:9]2[n:10][c:11](-[c:19]3[cH:20][c:21]([O:25][CH2:26][c:27]4[cH:28][cH:29][cH:30][cH:31][cH:32]4)[cH:22][cH:23][cH:24]3)[c:12]3[n:13]2[cH:14][cH:15][n:16][c:17]3[NH2:18])[CH2:8]1>>[CH2:1]1[N:2]([CH2:4][CH:5]2[CH2:6][CH:7]([c:9]3[n:10][c:11](-[c:19]4[cH:20][c:21]([O:25][CH2:26][c:27]5[cH:28][cH:29][cH:30][cH:31][cH:32]5)[cH:22][cH:23][cH:24]4)[c:12]4[n:13]3[cH:14][cH:15][n:16][c:17]4[NH2:18])[CH2:8]2)[CH2:3][CH2:33]1.